describe an organic reaction: reactants, conditions, products, and yield From a dataset of the Open Reaction Database (ORD), a public repository of structured organic reaction records. The reactants are C(C(C)(C)C)(=O)O.C=S1C(C(N2C(C(C12)=O)=O)C(=O)O)(C)C (methylene-6,7-dioxo-3,3-dimethyl-4-thia-1-azabicyclo[3.2.0]heptane-2-carboxylate pivalate), CS(=O)(=O)CC(=O)C=P(C1=CC=CC=C1)(C1=CC=CC=C1)C1=CC=CC=C1 (methylsulphonylacetylmethylenetriphenylphosphorane). The solvent is C1=CC=CC=C1 (benzene). Reaction conditions: time 10 minute. The product is C(C(C)(C)C)(=O)O.C=S1C([C@@H](N2C(C([C@@H]12)=CC(CS(=O)(=O)C)=O)=O)C(=O)O)(C)C (methylene-(2S,5R)-3,3-dimethyl-7-oxo-6-[3-methylsulphonyl-2-oxopropylidene]-4-thia-1-azabicyclo[3.2.0]heptane-2-carboxylate pivalate). As a reaction SMILES: [C:1]([OH:7])(=[O:6])[C:2]([CH3:5])([CH3:4])[CH3:3].[CH2:8]=[S:9]1[CH:15]2[N:12]([C:13](=[O:17])[C:14]2=O)[CH:11]([C:18]([OH:20])=[O:19])[C:10]1([CH3:22])[CH3:21].[CH3:23][S:24]([CH2:27][C:28]([CH:30]=P(C1C=CC=CC=1)(C1C=CC=CC=1)C1C=CC=CC=1)=[O:29])(=[O:26])=[O:25]>C1C=CC=CC=1>[C:1]([OH:7])(=[O:6])[C:2]([CH3:5])([CH3:4])[CH3:3].[CH2:8]=[S:9]1[C@H:15]2[N:12]([C:13](=[O:17])[C:14]2=[CH:30][C:28](=[O:29])[CH2:27][S:24]([CH3:23])(=[O:26])=[O:25])[C@@H:11]([C:18]([OH:20])=[O:19])[C:10]1([CH3:22])[CH3:21] |f:0.1,4.5|. Procedure details: A solution of 2.3 g of methylene-6,7-dioxo-3,3-dimethyl-4-thia-1-azabicyclo[3.2.0]heptane-2-carboxylate pivalate in 75 ml of benzene is treated at room temperature with 4 g of methylsulphonylacetylmethylenetriphenylphosphorane. After 10 minutes, the reaction mixture is evaporated. The residue is chromatographed on silica gel while eluting with cyclohexane/ethyl acetate (1:1). There is obtained methylene-(2S,5R)-3,3-dimethyl-7-oxo-6-[3-methylsulphonyl-2-oxopropylidene]-4-thia-1-azabicyclo[3.2.0]h...